This data is from the Open Reaction Database (ORD), a public repository of structured organic reaction records. The task is: describe an organic reaction: reactants, conditions, products, and yield The reactants are C1(=CC=CC=C1)C1=NNC(=C1)N (3-phenyl-1H-pyrazol-5-amine), C1(C=2C(C(=O)O1)=CC=CC2)=O (phthalic anhydride). The solvent is C(C)(=O)O (acetic acid), O (water). Reaction conditions: temperature 120 celsius. The product is C1(=CC=CC=C1)C1=NNC(=C1)N1C(C2=CC=CC=C2C1=O)=O (2-(3-phenyl-1H-pyrazol-5-yl)isoindoline-1,3-dione). The yield is 91.0%. As a reaction SMILES: [C:1]1([C:7]2[CH:11]=[C:10]([NH2:12])[NH:9][N:8]=2)[CH:6]=[CH:5][CH:4]=[CH:3][CH:2]=1.[C:13]1(=O)[O:18][C:16](=[O:17])[C:15]2=[CH:19][CH:20]=[CH:21][CH:22]=[C:14]12>C(O)(=O)C.O>[C:1]1([C:7]2[CH:11]=[C:10]([N:12]3[C:16](=[O:17])[C:15]4[C:14](=[CH:22][CH:21]=[CH:20][CH:19]=4)[C:13]3=[O:18])[NH:9][N:8]=2)[CH:2]=[CH:3][CH:4]=[CH:5][CH:6]=1. Reported procedure: A mixture of 3-phenyl-1H-pyrazol-5-amine (6 g, 0.038 mol), phthalic anhydride (5.6 g, 0.038 mol) in acetic acid (60 mL) was heated at 100° C. for 2 h and at 120° C. for 2 h and cooled to room temperature. The reaction mixture was diluted with water and the suspension was filtered. The collected solid was washed with water, dried, yielding the title compound as a solid (10 g).